From a dataset of the Open Reaction Database (ORD), a public repository of structured organic reaction records. describe an organic reaction: reactants, conditions, products, and yield Yields the product C(C)OC(C(C)C=1C=C(C(=CC1)OC)C1=C(C=C(C=C1)C(F)(F)F)C=O)=O (2-(2′-Formyl-6-methoxy-4′-trifluoromethyl-biphenyl-3-yl)-propionic acid ethyl ester). Reaction SMILES: [CH2:1]([O:3][C:4](=[O:24])[CH:5]([C:7]1[CH:12]=[CH:11][C:10]([O:13][CH3:14])=[C:9](B2OC(C)(C)C(C)(C)O2)[CH:8]=1)[CH3:6])[CH3:2].Br[C:26]1[CH:33]=[CH:32][C:31]([C:34]([F:37])([F:36])[F:35])=[CH:30][C:27]=1[CH:28]=[O:29]>>[CH2:1]([O:3][C:4](=[O:24])[CH:5]([C:7]1[CH:8]=[C:9]([C:26]2[CH:33]=[CH:32][C:31]([C:34]([F:37])([F:36])[F:35])=[CH:30][C:27]=2[CH:28]=[O:29])[C:10]([O:13][CH3:14])=[CH:11][CH:12]=1)[CH3:6])[CH3:2]. The reactants are C(C)OC(C(C)C1=CC(=C(C=C1)OC)B1OC(C(O1)(C)C)(C)C)=O (2-[4-methoxy-3-(4,4,5,5-tetramethyl-[1,3,2]dioxaborolan-2-yl)-phenyl]-propionic acid ethyl ester), BrC1=C(C=O)C=C(C=C1)C(F)(F)F (2-bromo-5-(trifluoromethyl)benzaldehyde). Procedure details: Prepared according to the procedure described in Example 1, Step 4, using the following starting materials: 2-[4-methoxy-3-(4,4,5,5-tetramethyl-[1,3,2]dioxaborolan-2-yl)-phenyl]-propionic acid ethyl ester and 2-bromo-5-(trifluoromethyl)benzaldehyde. Reactants: COC(=O)c1csc(C#CC2(c3ccc(OC)c(OC4CCCC4)c3)CCC(=O)CC2)c1, CO, Cl, [K+], C1CCOC1, [OH-], O. Yields the product COc1ccc(C2(C#Cc3cc(C(=O)O)cs3)CCC(=O)CC2)cc1OC1CCCC1. RXN SMILES: [C:1](=[O:2])([O:3][CH3:4])[c:5]1[cH:6][c:7]([C:10]#[C:11][C:12]2([c:19]3[cH:20][c:21]([O:27][CH:28]4[CH2:29][CH2:30][CH2:31][CH2:32]4)[c:22]([O:25][CH3:26])[cH:23][cH:24]3)[CH2:13][CH2:14][C:15](=[O:18])[CH2:16][CH2:17]2)[s:8][cH:9]1.[CH3:42][OH:43].[ClH:36].[K+:34].[O:37]1[CH2:38][CH2:39][CH2:40][CH2:41]1.[OH-:33].[OH2:35]>>[C:1](=[O:2])([OH:3])[c:5]1[cH:6][c:7]([C:10]#[C:11][C:12]2([c:19]3[cH:20][c:21]([O:27][CH:28]4[CH2:29][CH2:30][CH2:31][CH2:32]4)[c:22]([O:25][CH3:26])[cH:23][cH:24]3)[CH2:13][CH2:14][C:15](=[O:18])[CH2:16][CH2:17]2)[s:8][cH:9]1. The reactants are CSC=1N=C(NC(C1C#N)=O)CC1=CSC=C1 (4-(methylsulphanyl)-6-oxo-2-(3-thienylmethyl)-1,6-dihydropyrimidine-5-carbonitrile), C1(CCCC1)N (cyclopentylamine). The product is C1(CCCC1)NC=1N=C(NC(C1C#N)=O)CC1=CSC=C1 (4-(Cyclopentylamino)-6-oxo-2-(3-thienylmethyl)-1,6-dihydropyrimidine-5-carbonitrile). Procedure details: In analogy to the preparation of Example 1, 150 mg (0.57 mmol) of 4-(methylsulphanyl)-6-oxo-2-(3-thienylmethyl)-1,6-dihydropyrimidine-5-carbonitrile are reacted with 485 mg (5.70 mmol) of cyclopentylamine to give 46 mg (26% of theory) of the title compound. Reaction SMILES: CS[C:3]1[N:4]=[C:5]([CH2:12][C:13]2[CH:17]=[CH:16][S:15][CH:14]=2)[NH:6][C:7](=[O:11])[C:8]=1[C:9]#[N:10].[CH:18]1([NH2:23])[CH2:22][CH2:21][CH2:20][CH2:19]1>>[CH:18]1([NH:23][C:3]2[N:4]=[C:5]([CH2:12][C:13]3[CH:17]=[CH:16][S:15][CH:14]=3)[NH:6][C:7](=[O:11])[C:8]=2[C:9]#[N:10])[CH2:22][CH2:21][CH2:20][CH2:19]1.